This data is from the Open Reaction Database (ORD), a public repository of structured organic reaction records. The task is: describe an organic reaction: reactants, conditions, products, and yield The reactants are C[Si](C)(C)C(F)(F)F, CCCC[N+](CCCC)(CCCC)CCCC, Cc1nc(Cl)ccc1C=O, [F-], C1CCOC1, O. Product: Cc1nc(Cl)ccc1C(O)C(F)(F)F. RXN SMILES: [CH3:16][Si:17]([C:18]([F:19])([F:20])[F:21])([CH3:22])[CH3:23].[CH3:25][CH2:26][CH2:27][CH2:28][N+:29]([CH2:30][CH2:31][CH2:32][CH3:33])([CH2:34][CH2:35][CH2:36][CH3:37])[CH2:38][CH2:39][CH2:40][CH3:41].[Cl:1][c:2]1[n:3][c:4]([CH3:10])[c:5]([CH:6]=[O:7])[cH:8][cH:9]1.[F-:24].[O:11]1[CH2:12][CH2:13][CH2:14][CH2:15]1.[OH2:42]>>[Cl:1][c:2]1[n:3][c:4]([CH3:10])[c:5]([CH:6]([OH:7])[C:18]([F:19])([F:20])[F:21])[cH:8][cH:9]1.